This data is from the Open Reaction Database (ORD), a public repository of structured organic reaction records. The task is: describe an organic reaction: reactants, conditions, products, and yield The reactants are N12CC(C(CC1)CC2)C(C(=O)OCC)C#N (Ethyl (1-azabicyclo[2.2.2]octan-3-yl)cyanoacetate), [Na] (sodium), C(CC(C)C)ON=O (isoamylnitrite). Run in C(C)O (ethanol). Reaction conditions: time 15 minute. The product is N12CC(C(CC1)CC2)C(C#N)=NO ((1-Azabicyclo[2.2.2]octan-3-yl)hydroxyiminoacetonitrile). Reaction SMILES: [N:1]12[CH2:8][CH2:7][CH:4]([CH2:5][CH2:6]1)[CH:3]([CH:9]([C:15]#[N:16])C(OCC)=O)[CH2:2]2.[Na].C([O:23][N:24]=O)CC(C)C>C(O)C>[N:1]12[CH2:8][CH2:7][CH:4]([CH2:5][CH2:6]1)[CH:3]([C:9](=[N:24][OH:23])[C:15]#[N:16])[CH2:2]2 |^1:16|. Procedure details: Ethyl (1-azabicyclo[2.2.2]octan-3-yl)cyanoacetate (10 g, 45 mmol) was added to a solution of sodium (1.04 g, 45 mmol) in absolute ethanol (60 ml). The mixture was stirred for 15 min. at room temperature and isoamylnitrite (7.9 ml, 60 mmol) was added. The reaction mixture was stirred for 18 h at 60° C. Evaporation of the reaction mixture gave crude title compound, which was used without further purification. The reactants are C(C)(C)(C)OC(=O)NC=1OC2=C(C(C1)=O)C=C(C(=C2)NS(=O)(=O)C)OC2=CC=CC=C2 (2-tert-Butoxycarbonylamino-7-methylsulfonylamino-6-phenoxy-4H-1-benzopyran-4-one), FC(C(=O)O)(F)F (trifluoroacetic acid). The product is NC=1OC2=C(C(C1)=O)C=C(C(=C2)NS(=O)(=O)C)OC2=CC=CC=C2 (2-amino-7-methylsulfonylamino- 6-phenoxy-4H-1-benzopyran-4-one). Procedure: 2-tert-Butoxycarbonylamino-7-methylsulfonylamino-6-phenoxy-4H-1-benzopyran-4-one was reacted with trifluoroacetic acid to obtain 2-amino-7-methylsulfonylamino- 6-phenoxy-4H-1-benzopyran-4-one. RXN SMILES: C(OC([NH:8][C:9]1[O:10][C:11]2[CH:19]=[C:18]([NH:20][S:21]([CH3:24])(=[O:23])=[O:22])[C:17]([O:25][C:26]3[CH:31]=[CH:30][CH:29]=[CH:28][CH:27]=3)=[CH:16][C:12]=2[C:13](=[O:15])[CH:14]=1)=O)(C)(C)C.FC(F)(F)C(O)=O>>[NH2:8][C:9]1[O:10][C:11]2[CH:19]=[C:18]([NH:20][S:21]([CH3:24])(=[O:23])=[O:22])[C:17]([O:25][C:26]3[CH:31]=[CH:30][CH:29]=[CH:28][CH:27]=3)=[CH:16][C:12]=2[C:13](=[O:15])[CH:14]=1. Reactants: COP(OC)OC (trimethylphosphite), C1(CCCCC1)OC(=O)Cl (cyclohexylchloroformate). Product: C1(CCCCC1)OC(=O)P(OC)(OC)=O (Dimethyl cyclohexoxycarbonylphosphonate). Reaction SMILES: C[O:2][P:3]([O:6][CH3:7])[O:4][CH3:5].[CH:8]1([O:14][C:15](Cl)=[O:16])[CH2:13][CH2:12][CH2:11][CH2:10][CH2:9]1>>[CH:8]1([O:14][C:15]([P:3](=[O:2])([O:6][CH3:7])[O:4][CH3:5])=[O:16])[CH2:13][CH2:12][CH2:11][CH2:10][CH2:9]1. Procedure: From 24.8 g (0.20 mole) of trimethylphosphite and 32.1 g (0.20 mole) of cyclohexylchloroformate, (Y. Iwakura and A. Nabeya, J. Org. Chem. 25 (1960) 1118; M. E. Fourneau et al. Chem. Abstr. 16 (1922) 240; J. H. Saunders et al. J. Am. Chem. Soc. 73 (1951) 3797). (100° C., 2 hours). Yield 30 g (54%). Bp1.4-1.8 148°-151° C. nD21 1.4543. Reactants: C(C)(C)(C)OC(=O)N1C(CCC1)C=1NC(=CN1)C1=CC=2CCC3=CC(=CC=C3C2C=C1)C=1NC(=NC1)C1N(CCC1)C(=O)OC(C)(C)C (2-(5-{7-[2-(1-Boc-pyrrolidin-2-yl)-3H-imidazol-4-yl]-9,10-dihydro-phenanthren-2-yl}-1H-imidazol-2-yl)-pyrrolidine-1-carboxylic acid tert-butyl ester), CC1(OB(OC1(C)C)C1=CC=2CC3=CC(=CC=C3C2C=C1)B1OC(C(O1)(C)C)(C)C)C (4,4,5,5-tetramethyl-2-[7-(4,4,5,5-tetramethyl-[1,3,2]dioxaborolan-2-yl)-9H-fluoren-2-yl]-[1,3,2]dioxaborolane). Yields the product C(C)(C)(C)OC(=O)N1C(CCC1)C=1NC(=CN1)C1=CC=2CC3=CC(=CC=C3C2C=C1)C=1NC(=NC1)C1N(CCC1)C(=O)OC(C)(C)C (2-(5-{7-[2-(1-Boc-pyrrolidin-2-yl)-3H-imidazol-4-yl]-9H-fluoren-2-yl}-1H-imidazol-2-yl)-pyrrolidine-1-carboxylic acid tert-butyl ester). Reaction SMILES: [C:1]([O:5][C:6]([N:8]1[CH2:12][CH2:11][CH2:10][CH:9]1[C:13]1[NH:14][C:15]([C:18]2[CH:31]=[CH:30][C:29]3[C:28]4[C:23](=[CH:24][C:25]([C:32]5[NH:33][C:34]([CH:37]6[CH2:41][CH2:40][CH2:39][N:38]6[C:42]([O:44][C:45]([CH3:48])([CH3:47])[CH3:46])=[O:43])=[N:35][CH:36]=5)=[CH:26][CH:27]=4)[CH2:22]C[C:20]=3[CH:19]=2)=[CH:16][N:17]=1)=[O:7])([CH3:4])([CH3:3])[CH3:2].CC1(C)C(C)(C)OB(C2C=CC3C4C(=CC(B5OC(C)(C)C(C)(C)O5)=CC=4)CC=3C=2)O1>>[C:45]([O:44][C:42]([N:38]1[CH2:39][CH2:40][CH2:41][CH:37]1[C:34]1[NH:33][C:32]([C:25]2[CH:26]=[CH:27][C:28]3[C:29]4[C:30](=[CH:31][C:18]([C:15]5[NH:14][C:13]([CH:9]6[CH2:10][CH2:11][CH2:12][N:8]6[C:6]([O:5][C:1]([CH3:3])([CH3:4])[CH3:2])=[O:7])=[N:17][CH:16]=5)=[CH:19][CH:20]=4)[CH2:22][C:23]=3[CH:24]=2)=[CH:36][N:35]=1)=[O:43])([CH3:47])([CH3:46])[CH3:48]. Procedure details: Followed the procedure used to prepare compound 2-(5-{7-[2-(1-Boc-pyrrolidin-2-yl)-3H-imidazol-4-yl]-9,10-dihydro-phenanthren-2-yl}-1H-imidazol-2-yl)-pyrrolidine-1-carboxylic acid tert-butyl ester, except that 4,4,5,5-tetramethyl-2-[7-(4,4,5,5-tetramethyl-[1,3,2]dioxaborolan-2-yl)-9H-fluoren-2-yl]-[1,3,2]dioxaborolane was used instead of 4,4,5,5-tetramethyl-2-[7-(4,4,5,5-tetramethyl-[1,3,2]dioxaborolan-2-yl)-9,10-dihydro-phenanthren-2-yl]-[1,3,2]dioxaborolane. m/z 637.1 (M+H)+. Starting materials: BrCc1ccccc1, CCOC(C)=O, CN(C)C=O, [Na+], O=C([O-])O, Sc1nc[nH]n1. Product: c1ccc(CSc2nc[nH]n2)cc1. Reaction SMILES: [Br:7][CH2:8][c:9]1[cH:10][cH:11][cH:12][cH:13][cH:14]1.[CH3:15][CH2:16][O:17][C:18](=[O:19])[CH3:20].[CH3:26][N:27]([CH3:28])[CH:29]=[O:30].[Na+:21].[OH:22][C:23](=[O:24])[O-:25].[SH:1][c:2]1[n:3][nH:4][cH:5][n:6]1>>[S:1]([c:2]1[n:3][nH:4][cH:5][n:6]1)[CH2:8][c:9]1[cH:10][cH:11][cH:12][cH:13][cH:14]1.